This data is from the Open Reaction Database (ORD), a public repository of structured organic reaction records. The task is: describe an organic reaction: reactants, conditions, products, and yield The reactants are N1C=CC2=CC=CC=C12 (1H-indole), BrCC1=CC=C(C=C1)C(C)=O (1-(4-(bromomethyl)phenyl)ethanone). The product is N1(C=CC2=CC=CC=C12)CC1=CC=C(C=C1)C(C)=O (1-(4-((1H-Indol-1-yl)methyl)phenyl)ethanone). Reaction SMILES: [NH:1]1[C:9]2[C:4](=[CH:5][CH:6]=[CH:7][CH:8]=2)[CH:3]=[CH:2]1.Br[CH2:11][C:12]1[CH:17]=[CH:16][C:15]([C:18](=[O:20])[CH3:19])=[CH:14][CH:13]=1>>[N:1]1([CH2:11][C:12]2[CH:17]=[CH:16][C:15]([C:18](=[O:20])[CH3:19])=[CH:14][CH:13]=2)[C:9]2[C:4](=[CH:5][CH:6]=[CH:7][CH:8]=2)[CH:3]=[CH:2]1. Procedure: The title compound was prepared from 1H-indole (0.55 g, 4.69 mmol) and 1-(4-(bromomethyl)phenyl)ethanone (1.00 g, 4.69 mmol) following a procedure similar to General Procedure A. The title compound was purified using automated column chromatography method 1 (0.410 g, 35%). 1H NMR (400 MHz, CDCl3): δ 7.90 (d, J=8.2 Hz, 2H), 7.69 (d, J=7.5 Hz, 1H), 7.21 (m, 6H), 6.61 (d, J=3.1 Hz, 1H), 5.41 (s, 2H), 2.58 (s, 3H). 13C NMR (100 MHz, MeOD): δ 198.58, 143.95, 136.22, 136.04, 128.94, 128.39, 128.17, 12... Isolated yield 111.0%. RXN SMILES: N1C=CC=CC=1.[F:7][C:8]1[C:17]2[O:16][CH2:15][CH:14]([C:18]([NH2:20])=O)[O:13][C:12]=2[CH:11]=[CH:10][CH:9]=1.FC(F)(F)C(OC(=O)C(F)(F)F)=O>O1CCOCC1.CCOCC>[F:7][C:8]1[C:17]2[O:16][CH2:15][CH:14]([C:18]#[N:20])[O:13][C:12]=2[CH:11]=[CH:10][CH:9]=1. The solvent is CCOCC (Et2O), O1CCOCC1 (dioxane). Procedure: 13.7 ml of pyridine (169 mmol, 2 eq.) are added to a suspension of 16.7 g of amide from Stage 1 (84.5 mmol) in 180 ml of dioxane at 0° C., followed, 10 minutes later, by dropwise addition of 13.1 ml of trifluoroacetic anhydride (19.5 g; 93 mmol, 1.1 eq.). The reaction mixture is kept cold for 1 hour and is then stirred at room temperature for 16 hours. The solution is taken up in Et2O/1N HCl. The organic phase is washed with 1N NaOH, dried over MgSO4, filtered and then evaporated to dryness. 16.... Reaction conditions: time 10 minute. Yields the product FC1=CC=CC=2OC(COC21)C#N (5-Fluoro-1,4-benzodioxane-2-carbonitrile). The reactants are N1=CC=CC=C1 (pyridine), FC1=CC=CC=2OC(COC21)C(=O)N (5-fluoro-1,4-benzodioxane-2-carboxamide), FC(C(=O)OC(C(F)(F)F)=O)(F)F (trifluoroacetic anhydride). Starting materials: C(C1=CC=CC=C1)N1C[C@H](N(C[C@@H]1C)C(=O)OC(C)(C)C)C ((2R,5S)-tert-butyl 4-benzyl-2,5-dimethylpiperazine-1-carboxylate), C(=O)O (formic acid). Reagents/catalysts: [C].[Pd] (palladium carbon). Run in CO (methanol). Run at time 2 hour. Yields the product C[C@H]1N(C[C@@H](NC1)C)C(=O)OC(C)(C)C ((2R,5S)-tert-butyl 2,5-dimethylpiperazine-1-carboxylate). Yield: 110.8%. Reaction SMILES: C([N:8]1[C@@H:13]([CH3:14])[CH2:12][N:11]([C:15]([O:17][C:18]([CH3:21])([CH3:20])[CH3:19])=[O:16])[C@H:10]([CH3:22])[CH2:9]1)C1C=CC=CC=1.C(O)=O>CO.[C].[Pd]>[CH3:22][C@@H:10]1[CH2:9][NH:8][C@@H:13]([CH3:14])[CH2:12][N:11]1[C:15]([O:17][C:18]([CH3:20])([CH3:19])[CH3:21])=[O:16] |f:3.4|. Reported procedure: Under an argon atmosphere, (2R,5S)-tert-butyl 4-benzyl-2,5-dimethylpiperazine-1-carboxylate (2.0 g, 6.57 mmol) was dissolved in methanol (60 mL), and added 10% palladium carbon (670 mg) and formic acid (1.5 g, 32.9 mmol). The mixture was stirred at room temperature for 2 hours. Then, the reaction solution was filtered through a pad of celite, and concentrated in vacuo. The obtained residue was added chloroform and a saturated aqueous solution of sodium hydrogen carbonate, extracted with chlorofo...